From a dataset of the Open Reaction Database (ORD), a public repository of structured organic reaction records. describe an organic reaction: reactants, conditions, products, and yield The reactants are CC1=NN(C=C1N)C, CNC(=O)C1=CC=CC=C1NC2=CC(=NC=C2C#N)Cl. Reagents/catalysts: C(=O)([O-])[O-].[Cs+].[Cs+], CC1(C2=C(C(=CC=C2)P(C3=CC=CC=C3)C4=CC=CC=C4)OC5=C1C=CC=C5P(C6=CC=CC=C6)C7=CC=CC=C7)C, CC(=O)O.CC(=O)O.[Pd]. The solvent is C1COCCO1. Reaction conditions: temperature 90 celsius. Product: CC1=NN(C=C1NC2=NC=C(C(=C2)NC3=CC=CC=C3C(=O)NC)C#N)C. The yield is 50.0%. Reported procedure: 2-(2-chloro-5-cyanopyridin-4-ylamino)-N-methylbenzamide (200 mg, 0.70 mmol), Palladium(II) acetate (12.53 mg, 0.06 mmol), 1,3-dimethyl-1H-pyrazol-4-amine (155 mg, 1.40 mmol), 9,9-Dimethyl-4,5-bis(diphenylphosphino)xanthene (48.4 mg, 0.08 mmol) and Cesium carbonate (273 mg, 0.84 mmol) were suspended in dioxane (5 mL) into a test tube. The reaction was purged for 5 mins with nitrogen and then heated to 90 °C for 24 hours with stirring. The reaction was cooled to cooled to RT.  The crude product wa... The reactants are C1CCOC1, CC(Cc1ccc(-c2ccc(F)cn2)cc1)c1nc(CC(C)(C)C)cn1S(=O)(=O)N(C)C, Cl, [Na+], [OH-]. Yields the product CC(Cc1ccc(-c2ccc(F)cn2)cc1)c1nc(CC(C)(C)C)c[nH]1. Reaction SMILES: [CH2:36]1[O:37][CH2:38][CH2:39][CH2:40]1.[CH3:1][C:2]([CH2:3][c:4]1[n:5][c:6]([CH:15]([CH2:16][c:17]2[cH:18][cH:19][c:20](-[c:23]3[n:24][cH:25][c:26]([F:29])[cH:27][cH:28]3)[cH:21][cH:22]2)[CH3:30])[n:7]([S:9]([N:10]([CH3:11])[CH3:12])(=[O:13])=[O:14])[cH:8]1)([CH3:31])[CH3:32].[ClH:35].[Na+:34].[OH-:33]>>[CH3:1][C:2]([CH2:3][c:4]1[n:5][c:6]([CH:15]([CH2:16][c:17]2[cH:18][cH:19][c:20](-[c:23]3[n:24][cH:25][c:26]([F:29])[cH:27][cH:28]3)[cH:21][cH:22]2)[CH3:30])[nH:7][cH:8]1)([CH3:31])[CH3:32].